From a dataset of the Open Reaction Database (ORD), a public repository of structured organic reaction records. describe an organic reaction: reactants, conditions, products, and yield Starting materials: FC(C1=CC(=NN1)N)F (5-(difluoromethyl)-1H-pyrazol-3-amine), ClC1=NC=CC(=N1)Cl (2,4-dichloropyrimidine), CCN(C(C)C)C(C)C (DIPEA). Run in CCO (EtOH). Reaction conditions: temperature 70 celsius, time 30 hour. Product: ClC1=NC=CC(=N1)NC1=NNC(=C1)C(F)F (2-chloro-N-(5-(difluoromethyl)-1H-pyrazol-3-yl)pyrimidin-4-amine). The yield is 6.8%. RXN SMILES: [F:1][CH:2]([F:9])[C:3]1[NH:7][N:6]=[C:5]([NH2:8])[CH:4]=1.[Cl:10][C:11]1[N:16]=[C:15](Cl)[CH:14]=[CH:13][N:12]=1.CCN(C(C)C)C(C)C>CCO>[Cl:10][C:11]1[N:16]=[C:15]([NH:8][C:5]2[CH:4]=[C:3]([CH:2]([F:9])[F:1])[NH:7][N:6]=2)[CH:14]=[CH:13][N:12]=1. Procedure details: To a solution of 5-(difluoromethyl)-1H-pyrazol-3-amine (8.0 g, 60.1 mmol) in EtOH (350 mL) was added 2,4-dichloropyrimidine (10.7 g, 72.1 mmol) and DIPEA (10.9 g, 84.1 mmol). The reaction was stirred at 70° C. for 30 h. The reaction mixture was concentrated in vacuo. The crude product was purified by SiO2 chromatography to afford 2-chloro-N-(5-(difluoromethyl)-1H-pyrazol-3-yl)pyrimidin-4-amine (1.00 g, 7%). 1H NMR (400 MHz, DMSO) δ 13.23 (d, J. 68.6 Hz, 1H), 10.57 (s, 1H), 8.22 (d, J=4.9 Hz, 1H)... The product is C(C1=CC=CC=C1)N1C(=NC2=CC(=CC=C2C1=O)Cl)C (3-benzyl-7-chloro-2-methylquinazolin-4 (3H)-one). RXN SMILES: [NH2:1][C:2]1[CH:10]=[C:9]([Cl:11])[CH:8]=[CH:7][C:3]=1[C:4]([OH:6])=O.[CH2:12]([NH:19][C:20](=O)[CH3:21])[C:13]1[CH:18]=[CH:17][CH:16]=[CH:15][CH:14]=1>P(Cl)(Cl)(Cl)=O>[CH2:12]([N:19]1[C:4](=[O:6])[C:3]2[C:2](=[CH:10][C:9]([Cl:11])=[CH:8][CH:7]=2)[N:1]=[C:20]1[CH3:21])[C:13]1[CH:18]=[CH:17][CH:16]=[CH:15][CH:14]=1. Run in P(=O)(Cl)(Cl)Cl (phosphorus oxychloride). Reactants: NC1=C(C(=O)O)C=CC(=C1)Cl (2-Amino-4-chlorobenzoic acid), C(C1=CC=CC=C1)NC(C)=O (N-benzylacetamide). Conditions: time 10 minute. Procedure: 2-Amino-4-chlorobenzoic acid (250 mg, 1 eq.) and N-benzylacetamide (261 mg, 1.2 eq.) were dissolved in phosphorus oxychloride (2 ml). The reaction was placed in the microwave for 10 minutes at 150° C. The reaction was quenched by pouring the mixture into ice. The crude product was extracted into ethyl acetate. The ethyl acetate layer was washed with water, 10% aqueous sodium hydroxide, dried with magnesium sulfate, filtered, and concentrated to yield 3-benzyl-7-chloro-2-methylquinazolin-4 (3H)-o... The yield is 12697.5%. As a reaction SMILES: C([O:3][C:4](=O)[NH:5][CH2:6][CH2:7][C:8]1[CH:13]=[CH:12][CH:11]=[CH:10][C:9]=1[O:14][CH3:15])C.O=P12OP3(OP(OP(O3)(O1)=O)(=O)O2)=O>O=P(Cl)(Cl)Cl>[CH3:15][O:14][C:9]1[CH:10]=[CH:11][CH:12]=[C:13]2[C:8]=1[CH2:7][CH2:6][NH:5][C:4]2=[O:3]. Reaction conditions: temperature 110 celsius, time 3 hour. Procedure details: Using the same procedure and workup as described in example 1, step 4, [2-(2-methoxy-phenyl)-ethyl]-carbamic acid ethyl ester (I-13c: 0.9 g, 0.0040 mmol) in POCl3 (5 mL) was reacted with P2O5 (1.19 g, 0.0084 mmol). The resulting mixture was stirred at 110° C. for 3 hours to afford the crude product. Purification by column chromatography on silica gel (1% methanol in CHCl3) afforded 90 mg of the product (12.8% yield). Yields the product COC1=C2CCNC(C2=CC=C1)=O (5-Methoxy-3,4-dihydro-2H-isoquinolin-1-one). Reactants: C(C)OC(NCCC1=C(C=CC=C1)OC)=O ([2-(2-methoxy-phenyl)-ethyl]-carbamic acid ethyl ester), O=P12OP3(=O)OP(=O)(O1)OP(=O)(O2)O3 (P2O5). Run in O=P(Cl)(Cl)Cl (POCl3). Reactants: C(=O)(O)C1C(C2=C(CN1N=O)SC=C2)O (5-carboxy-4-hydroxy-6-nitroso-4,5,6,7-tetrahydro-thieno[2,3-c]pyridine), [OH-].[Na+] (sodium hydroxide). Solvent: C(C)O (ethanol), C(C)O (ethanol). Product: C(=O)(O)C=1C=C2C(=CN1)SC=C2 (5-carboxy-thieno[2,3-c]pyridine). Isolated yield 31.7%. As a reaction SMILES: [C:1]([CH:4]1[N:9](N=O)[CH2:8][C:7]2[S:12][CH:13]=[CH:14][C:6]=2[CH:5]1O)([OH:3])=[O:2].[OH-].[Na+]>C(O)C>[C:1]([C:4]1[CH:5]=[C:6]2[CH:14]=[CH:13][S:12][C:7]2=[CH:8][N:9]=1)([OH:3])=[O:2] |f:1.2|. Reported procedure: An initially homogeneous solution of 10 g (0.044 mole) of the nitroso derivative obtained in Example 1, 20 cc ethanol and 60 cc aqueous 20% sodium hydroxide is refluxed for 2 hours. After cooling and addition of ethanol, the resulting precipitate is filtered off, washed with ethanol and then with ether, after which it is dried. The resulting sodium salt (M.p.=260° C.; 4.7 g; 60%) is treated with 23 cc (1 equivalent) N hydrochloric acid. The material is found to dissolve at first and then to repr...